Dataset: the Open Reaction Database (ORD), a public repository of structured organic reaction records. Task: describe an organic reaction: reactants, conditions, products, and yield Starting materials: N1CCC(C(=O)O)CC1 (isonipecotic acid), ClC(=O)OCC1=CC=CC=C1 (benzyl chloroformate). The solvent is C([O-])([O-])=O.[Na+].[Na+] (sodium carbonate). Yields the product C(C1=CC=CC=C1)OC(=O)N1CCC(CC1)C(=O)O (1-(Benzyloxycarbonyl)-4-piperidine carboxylic acid). RXN SMILES: [NH:1]1[CH2:9][CH2:8][CH:4]([C:5]([OH:7])=[O:6])[CH2:3][CH2:2]1.Cl[C:11]([O:13][CH2:14][C:15]1[CH:20]=[CH:19][CH:18]=[CH:17][CH:16]=1)=[O:12]>C(=O)([O-])[O-].[Na+].[Na+]>[CH2:14]([O:13][C:11]([N:1]1[CH2:9][CH2:8][CH:4]([C:5]([OH:7])=[O:6])[CH2:3][CH2:2]1)=[O:12])[C:15]1[CH:20]=[CH:19][CH:18]=[CH:17][CH:16]=1 |f:2.3.4|. Reported procedure: A solution of isonipecotic acid (5.0 g, 38.72 mmol) in 10% aqueous sodium carbonate (100 mL) was cooled to 0° C. and treated with benzyl chloroformate (7.93 g, 46.75 mmol). The resulting biphasic mixture was allowed to warm to room temperature over 2 h, at which time it became homogeneous. The mixture was washed with ether (2×50 mL), then was acidified to pH~2 by addition of concentrated hydrochloric acid. The aqueous solution was extracted with ether (2×100 mL). The organic extracts were washed... The reactants are Cl (HCl), C(=O)(O)C(=CCC(=S)OC)Cl (methyl (2-carboxy-2-chlorovinyl)thioacetate), C(OCC)(=O)Cl (ethyl chlorocarbonate), [BH4-].[Na+] (Sodium borohydride). Run in C1CCOC1 (THF), N1=CC=CC=C1 (pyridine). Run at temperature 0 celsius, time 2 hour. The product is OCC(=CCC(=S)OC)Cl (methyl (2-hydroxymethyl-2-chlorovinyl)thioacetate). Reaction SMILES: [C:1]([C:4]([Cl:11])=[CH:5][CH2:6][C:7]([O:9][CH3:10])=[S:8])(O)=[O:2].C(Cl)(=O)OCC.[BH4-].[Na+].Cl>C1COCC1.N1C=CC=CC=1>[OH:2][CH2:1][C:4]([Cl:11])=[CH:5][CH2:6][C:7]([O:9][CH3:10])=[S:8] |f:2.3|. Procedure: A mixture of methyl (2-carboxy-2-chlorovinyl)thioacetate (1) (1.48 g), pyridine (0.65 ml), and ethyl chlorocarbonate (0.6 ml) is stirred in THF at -30° C. for 5 minutes and subsequently at 0° C. for 10 minutes. Sodium borohydride (0.8 g) is added thereto, and the mixture is stirred at 0° C. for 2 hours. The reaction mixture is poured into dil. HCl and extracted with ethyl acetate. The ethyl acetate extract is washed with water, concentrated in vacuo, and chromatographed over silica gel to give m... Procedure: A mixture of 5.49 g of 2-nitro-4-(trifluoromethylthio)phenol and 10 ml of ethyl acetate was added dropwise to a mixture, which was heated to 80° C., of 6.4 g of electrolytic iron, 10 ml of acetic acid and 20 ml of water. The reaction mixture was stirred for 30 minutes. The mixture was cooled to room temperature, and then water was added, followed by extraction with ethyl acetate twice. The combined organic layers were washed with water, a saturated aqueous solution of sodium hydrogencarbonate an... The reactants are C(C)(=O)O (acetic acid), [N+](=O)([O-])C1=C(C=CC(=C1)SC(F)(F)F)O (2-nitro-4-(trifluoromethylthio)phenol), C(C)(=O)OCC (ethyl acetate). Yields the product NC1=C(C=CC(=C1)SC(F)(F)F)O (2-amino-4-(trifluoromethylthio)phenol). Reagents/catalysts: [Fe] (iron). Reaction SMILES: [N+:1]([C:4]1[CH:9]=[C:8]([S:10][C:11]([F:14])([F:13])[F:12])[CH:7]=[CH:6][C:5]=1[OH:15])([O-])=O.C(OCC)(=O)C.C(O)(=O)C>[Fe].O>[NH2:1][C:4]1[CH:9]=[C:8]([S:10][C:11]([F:14])([F:12])[F:13])[CH:7]=[CH:6][C:5]=1[OH:15]. Run at time 30 minute. Isolated yield 41.7%. Run in O (water), O (water). Starting materials: C1COCCN1, ClCCl, COc1cc(Nc2ncc(C=O)s2)ccc1-n1cnc(C)c1, C1CCOC1. Product: COc1cc(Nc2ncc(CN3CCOCC3)s2)ccc1-n1cnc(C)c1. Reaction SMILES: [CH2:1]1[CH2:2][O:3][CH2:4][CH2:5][NH:6]1.[CH2:34]([Cl:35])[Cl:36].[CH3:7][O:8][c:9]1[cH:10][c:11]([NH:21][c:22]2[s:23][c:24]([CH:27]=[O:28])[cH:25][n:26]2)[cH:12][cH:13][c:14]1-[n:15]1[cH:16][n:17][c:18]([CH3:20])[cH:19]1.[O:29]1[CH2:30][CH2:31][CH2:32][CH2:33]1>>[CH2:1]1[CH2:2][O:3][CH2:4][CH2:5][N:6]1[CH2:27][c:24]1[s:23][c:22]([NH:21][c:11]2[cH:10][c:9]([O:8][CH3:7])[c:14](-[n:15]3[cH:16][n:17][c:18]([CH3:20])[cH:19]3)[cH:13][cH:12]2)[n:26][cH:25]1. Starting materials: C(=O)C=1C(=NN(C1)CC(=O)NC1=C(C2=C(S1)CCCC2)C(=O)N)C(F)(F)F (2-(2-(4-formyl-3-(trifluoromethyl)-1H-pyrazol-1-yl)acetamido)-4,5,6,7-tetrahydrobenzo[b]thiophene-3-carboxamide), C[Mg]Br (methylmagnesium bromide), C(C)OCC (diethyl ether). Run in C1CCOC1 (THF). Reaction conditions: temperature -50 celsius, time 1.5 hour. Yields the product OC(C)C=1C(=NN(C1)CC(=O)NC1=C(C2=C(S1)CCCC2)C(=O)N)C(F)(F)F (2-(2-(4-(1-hydroxyethyl)-3-(trifluoromethyl)-1H-pyrazol-1-yl)acetamido)-4,5,6,7-tetrahydrobenzo[b]thiophene-3-carboxamide). Yield: 48.0%. Reaction SMILES: [CH:1]([C:3]1[C:4]([C:24]([F:27])([F:26])[F:25])=[N:5][N:6]([CH2:8][C:9]([NH:11][C:12]2[S:16][C:15]3[CH2:17][CH2:18][CH2:19][CH2:20][C:14]=3[C:13]=2[C:21]([NH2:23])=[O:22])=[O:10])[CH:7]=1)=[O:2].[CH3:28][Mg]Br.C(OCC)C>C1COCC1>[OH:2][CH:1]([C:3]1[C:4]([C:24]([F:27])([F:25])[F:26])=[N:5][N:6]([CH2:8][C:9]([NH:11][C:12]2[S:16][C:15]3[CH2:17][CH2:18][CH2:19][CH2:20][C:14]=3[C:13]=2[C:21]([NH2:23])=[O:22])=[O:10])[CH:7]=1)[CH3:28]. Procedure: To 2-(2-(4-formyl-3-(trifluoromethyl)-1H-pyrazol-1-yl)acetamido)-4,5,6,7-tetrahydrobenzo[b]thiophene-3-carboxamide (1.6 g, 4.00 mmol) in THF (10 mL) at −50° C. under an argon atmosphere was added 3M methylmagnesium bromide in diethyl ether (1.249 mL, 3.75 mmol) in a dropwise manner over 10 min. The reaction was stirred at −50° C. for 1.5 h. The reaction was quenched with saturated aqueous NH4Cl before partitioning between EtOAc/water (×2), and washing with EtOAc (×1) and brine (×1). The organics...